This data is from the Open Reaction Database (ORD), a public repository of structured organic reaction records. The task is: describe an organic reaction: reactants, conditions, products, and yield The reactants are solution, [OH-].[Na+] (sodium hydroxide), COC=1C=C2C(=CC=NC2=CC1OC)OC1=CC=C(C=C1)NC(COC1=CC(=CC=C1)Cl)=O (N1-{4-[(6,7-Dimethoxy-4-quinolyl)oxy]phenyl}-2-(3-chlorophenoxy)acetamide), Cl (hydrochloric acid). Run in O1CCCC1 (tetrahydrofuran), O1CCCC1 (tetrahydrofuran). Run at temperature 0 celsius. The product is ClC=1C=C(OCCNC2=CC=C(C=C2)OC2=CC=NC3=CC(=C(C=C23)OC)OC)C=CC1 (N-[2-(3-Chlorophenoxy)ethyl]-N-{4-[(6,7-dimethoxy-4-quinolyl)oxy]phenyl}amine). Yield: 79.9%. As a reaction SMILES: [CH3:1][O:2][C:3]1[CH:4]=[C:5]2[C:10](=[CH:11][C:12]=1[O:13][CH3:14])[N:9]=[CH:8][CH:7]=[C:6]2[O:15][C:16]1[CH:21]=[CH:20][C:19]([NH:22][C:23](=O)[CH2:24][O:25][C:26]2[CH:31]=[CH:30][CH:29]=[C:28]([Cl:32])[CH:27]=2)=[CH:18][CH:17]=1.Cl.[OH-].[Na+]>O1CCCC1>[Cl:32][C:28]1[CH:27]=[C:26]([CH:31]=[CH:30][CH:29]=1)[O:25][CH2:24][CH2:23][NH:22][C:19]1[CH:20]=[CH:21][C:16]([O:15][C:6]2[C:5]3[C:10](=[CH:11][C:12]([O:13][CH3:14])=[C:3]([O:2][CH3:1])[CH:4]=3)[N:9]=[CH:8][CH:7]=2)=[CH:17][CH:18]=1 |f:2.3|. Procedure details: N1-{4-[(6,7-Dimethoxy-4-quinolyl)oxy]phenyl}-2-(3-chlorophenoxy)acetamide (200 mg) was dissolved in tetrahydrofuran (10 ml) to prepare a solution. A 1 M solution (1.3 ml) of a borane-tetrahydrofuran complex in tetrahydrofuran was then added to the solution, and the mixture was stirred with heating under reflux for 2 hr. The reaction solution was cooled to 0° C. and was adjusted to pH=1 by the addition of 1 N hydrochloric acid, followed by stirring with heating under reflux for 30 min. The reacti... Reported procedure: To N-(3-(dimethylamino)propyl)-5-methyl-4-oxo-3,4-dihydrothieno[2,3-d]pyrimidine-6-sulfonamide (0.6 g, 1.8 mmol) was added phosphorus oxychloride (5.0 mL, 36 mmol) and the suspension heated at reflux for 1.5 hours. The reaction was cooled to ambient temperature and the excess phosphorus oxychloride removed under vacuum. The residue was co-evaporated several times with chloroform. Drying under vacuum gave a hydroscopic cream solid that was used without further purification (0.65 g, 92%). The product is Cl.ClC=1C2=C(N=CN1)SC(=C2C)S(=O)(=O)NCCCN(C)C (4-chloro-N-(3-(dimethylamino)propyl)-5-methylthieno[2,3-d]pyrimidine-6-sulfonamide hydrochloride salt). The reactants are CN(CCCNS(=O)(=O)C1=C(C2=C(N=CNC2=O)S1)C)C (N-(3-(dimethylamino)propyl)-5-methyl-4-oxo-3,4-dihydrothieno[2,3-d]pyrimidine-6-sulfonamide), P(=O)(Cl)(Cl)Cl (phosphorus oxychloride). Reaction SMILES: [CH3:1][N:2]([CH3:21])[CH2:3][CH2:4][CH2:5][NH:6][S:7]([C:10]1[S:19][C:13]2[N:14]=[CH:15][NH:16][C:17](=O)[C:12]=2[C:11]=1[CH3:20])(=[O:9])=[O:8].P(Cl)(Cl)([Cl:24])=O>>[ClH:24].[Cl:24][C:17]1[C:12]2[C:11]([CH3:20])=[C:10]([S:7]([NH:6][CH2:5][CH2:4][CH2:3][N:2]([CH3:21])[CH3:1])(=[O:9])=[O:8])[S:19][C:13]=2[N:14]=[CH:15][N:16]=1 |f:2.3|. Starting materials: COCn1cc(Br)c2c(N)ncnc21, C1COCCO1, Cc1cccc(CC(=O)N2CCc3cc(B4OC(C)(C)C(C)(C)O4)ccc32)c1, N#N, [Na+], O=C([O-])O, O, c1ccc(P(c2ccccc2)(c2ccccc2)[Pd](P(c2ccccc2)(c2ccccc2)c2ccccc2)(P(c2ccccc2)(c2ccccc2)c2ccccc2)P(c2ccccc2)(c2ccccc2)c2ccccc2)cc1. Yields the product COCn1cc(-c2ccc3c(c2)CCN3C(=O)Cc2cccc(C)c2)c2c(N)ncnc21. Reaction SMILES: [Br:1][c:2]1[cH:3][n:4]([CH2:12][O:13][CH3:14])[c:5]2[n:6][cH:7][n:8][c:9]([NH2:11])[c:10]12.[CH2:50]1[O:51][CH2:52][CH2:53][O:54][CH2:55]1.[CH3:15][c:16]1[cH:17][c:18]([CH2:22][C:23](=[O:24])[N:25]2[CH2:26][CH2:27][c:28]3[cH:29][c:30]([B:34]4[O:35][C:36]([CH3:37])([CH3:38])[C:39]([CH3:40])([CH3:41])[O:42]4)[cH:31][cH:32][c:33]32)[cH:19][cH:20][cH:21]1.[N:48]#[N:49].[Na+:47].[O-:43][C:44]([OH:45])=[O:46].[OH2:56].[cH:57]1[cH:58][cH:59][c:60]([P:61]([Pd:62]([P:63]([c:64]2[cH:65][cH:66][cH:67][cH:68][cH:69]2)([c:70]2[cH:71][cH:72][cH:73][cH:74][cH:75]2)[c:76]2[cH:77][cH:78][cH:79][cH:80][cH:81]2)([P:82]([c:83]2[cH:84][cH:85][cH:86][cH:87][cH:88]2)([c:89]2[cH:90][cH:91][cH:92][cH:93][cH:94]2)[c:95]2[cH:96][cH:97][cH:98][cH:99][cH:100]2)[P:101]([c:102]2[cH:103][cH:104][cH:105][cH:106][cH:107]2)([c:108]2[cH:109][cH:110][cH:111][cH:112][cH:113]2)[c:114]2[cH:115][cH:116][cH:117][cH:118][cH:119]2)([c:120]2[cH:121][cH:122][cH:123][cH:124][cH:125]2)[c:126]2[cH:127][cH:128][cH:129][cH:130][cH:131]2)[cH:132][cH:133]1>>[c:2]1(-[c:30]2[cH:29][c:28]3[c:33]([cH:32][cH:31]2)[N:25]([C:23]([CH2:22][c:18]2[cH:17][c:16]([CH3:15])[cH:21][cH:20][cH:19]2)=[O:24])[CH2:26][CH2:27]3)[cH:3][n:4]([CH2:12][O:13][CH3:14])[c:5]2[n:6][cH:7][n:8][c:9]([NH2:11])[c:10]12. Procedure: 24.2 g of 3-(4'-fluoro-4-biphenylyl)-1-buten-3-ol (obtainable from 4-acetyl-4'-fluorobiphenyl and vinylmagnesium bromide) are heated with 8 g of ammonia and 0.25 g of sodium for 8 hours at 180°-200°, and the mixture is cooled and worked up with water and chloroform to give 3-(4'-fluoro-4-biphenylyl)-3-hydroxybutylamine, m.p. 144°-146°. Reactants: FC1=CC=C(C=C1)C1=CC=C(C=C1)C(C=C)(C)O (3-(4'-fluoro-4-biphenylyl)-1-buten-3-ol), N (ammonia), [Na] (sodium), O (water). The solvent is C(Cl)(Cl)Cl (chloroform). RXN SMILES: [F:1][C:2]1[CH:7]=[CH:6][C:5]([C:8]2[CH:13]=[CH:12][C:11]([C:14]([OH:18])([CH3:17])[CH:15]=[CH2:16])=[CH:10][CH:9]=2)=[CH:4][CH:3]=1.[NH3:19].[Na].O>C(Cl)(Cl)Cl>[F:1][C:2]1[CH:3]=[CH:4][C:5]([C:8]2[CH:13]=[CH:12][C:11]([C:14]([OH:18])([CH3:17])[CH2:15][CH2:16][NH2:19])=[CH:10][CH:9]=2)=[CH:6][CH:7]=1 |^1:19|. Yields the product FC1=CC=C(C=C1)C1=CC=C(C=C1)C(CCN)(C)O (3-(4'-fluoro-4-biphenylyl)-3-hydroxybutylamine). Reactants: FC(C=1C=C(N)C=CC1)(F)F (3-Trifluoromethylaniline), ClCC(=O)OC (methyl chloroacetate), O.O.O.C(C)(=O)[O-].[Na+] (sodium acetate trihydrate), Intermediate 1. Yields the product COC(CNC1=CC(=CC=C1)C(F)(F)F)=O (N-[3-(Trifluoromethyl)phenyl]glycine methyl ester). RXN SMILES: [F:1][C:2]([F:11])([F:10])[C:3]1[CH:4]=[C:5]([CH:7]=[CH:8][CH:9]=1)[NH2:6].Cl[CH2:13][C:14]([O:16][CH3:17])=[O:15].O.O.O.C([O-])(=O)C.[Na+]>>[CH3:17][O:16][C:14](=[O:15])[CH2:13][NH:6][C:5]1[CH:7]=[CH:8][CH:9]=[C:3]([C:2]([F:10])([F:11])[F:1])[CH:4]=1 |f:2.3.4.5.6|. Procedure details: 3-Trifluoromethylaniline (80.5 g), methyl chloroacetate (44 ml) and sodium acetate trihydrate (114 g) were treated according to the method of Intermediate 1 to give a solid (84 g), a sample of which (ca. 1 g) was purified by FCC eluting with System A (1:1) to give a solid which was recrystallised from System A to give the title compound, m.p. 60°-63°.